Dataset: the Open Reaction Database (ORD), a public repository of structured organic reaction records. Task: describe an organic reaction: reactants, conditions, products, and yield The reactants are CC(C)OC(=O)/N=N/C(=O)OC(C)C (DIAD), C(=O)(OC(C)(C)C)NCCC1=CC=C(C=C1)O (N-Boc-tyramine), C1(=CC=CC=C1)P(C1=CC=CC=C1)C1=CC=CC=C1 (triphenylphosphine), CNCCO (2-(methylamino)ethanol). Run in C1CCOC1 (THF). Reaction conditions: time 72 hour. The product is CNCCOC1=CC=C(CCNC(OC(C)(C)C)=O)C=C1 (tert-Butyl 4-(2-(methylamino)ethoxy)phenethylcarbamate). Yield: 43.8%. Reaction SMILES: [C:1]([NH:8][CH2:9][CH2:10][C:11]1[CH:16]=[CH:15][C:14]([OH:17])=[CH:13][CH:12]=1)([O:3][C:4]([CH3:7])([CH3:6])[CH3:5])=[O:2].C1(P(C2C=CC=CC=2)C2C=CC=CC=2)C=CC=CC=1.[CH3:37][NH:38][CH2:39][CH2:40]O.CC(OC(/N=N/C(OC(C)C)=O)=O)C>C1COCC1>[CH3:37][NH:38][CH2:39][CH2:40][O:17][C:14]1[CH:15]=[CH:16][C:11]([CH2:10][CH2:9][NH:8][C:1](=[O:2])[O:3][C:4]([CH3:6])([CH3:7])[CH3:5])=[CH:12][CH:13]=1. Reported procedure: To a solution of N-Boc-tyramine (750 mg, 3.16 mmol) and triphenylphosphine (1.655 g, 6.308 mmol) in THF (30 mL) was added 2-(methylamino)ethanol (0.38 mL, 4.75 mmol) followed by DIAD (1.25 mL, 6.31 mmol). After stirring at room temperature for 72 h, the reaction mixture was concentrated under reduced pressure. The residue was purified by column chromatography on silica gel (gradient elution 1:20 to 1:3 MeOH/DCM) to afford the title compound (407 mg, 44%) as an oily white solid. ES/MS calcd. for ... The reactants are CO, C=CCc1ccc(OC)cc1C(=O)OC, [H][H]. The product is CCCc1ccc(OC)cc1C(=O)OC. Reaction SMILES: [CH3:18][OH:19].[CH3:1][O:2][C:3]([c:4]1[c:5]([CH2:12][CH:13]=[CH2:14])[cH:6][cH:7][c:8]([O:10][CH3:11])[cH:9]1)=[O:15].[H:16][H:17]>>[CH3:1][O:2][C:3]([c:4]1[c:5]([CH2:12][CH2:13][CH3:14])[cH:6][cH:7][c:8]([O:10][CH3:11])[cH:9]1)=[O:15]. The reactants are C(CCCO)O (1,4-butanediol), C(=O)C=C (acrolein), CC(CO)CO (2-methyl-1,3-propanediol). Product: CCOC(C=C)OCC (acrolein acetal). RXN SMILES: C(O)[CH2:2][CH2:3][CH2:4][OH:5].[CH:7]([CH:9]=C)=[O:8].[CH3:11][CH:12](CO)CO>>[CH3:9][CH2:7][O:8][CH:4]([O:5][CH2:11][CH3:12])[CH:3]=[CH2:2]. Procedure: U.S. Pat. Nos. 3,929,915, 3,963,754 and JP-A-Sho 61-39613 report a three-step process for preparing 1,4-butanediol which comprises reaction of acrolein with 2-methyl-1,3-propanediol under conventional conditions to produce acrolein acetal (2-vinyl-5-methyl-1,3-dioxane) (Reaction 1), hydroformylation of the acrolein acetal under conventional conditions to produce the corresponding aldehydes (Reaction 2), and hydrolysis and hydrogenation of the aldehyde of 2-vinyl-5-methyl-1,3-dioxane under conven... Starting materials: CS(=O)(=O)O[C@@H]1CC(OC[C@H]1NC(=O)OCC[Si](C)(C)C)(C)C ((4R,5R)-2,2-dimethyl-5-((2-(trimethylsilyl)ethoxy)carbonylamino)-tetrahydro-2H-pyran-4-yl methanesulfonate), [N-]=[N+]=[N-].[Na+] (sodium azide), C(C)(=O)[O-].[Na+] (sodium acetate), resultant mixture. Run in CN(C=O)C (N,N-dimethylformamide), C(C)(=O)OCC (ethyl acetate). The product is N(=[N+]=[N-])[C@@H]1[C@@H](COC(C1)(C)C)NC(OCC[Si](C)(C)C)=O (2-(trimethylsilyl)ethyl (3S,4S)-4-azido-6,6-dimethyl-tetrahydro-2H-pyran-3-ylcarbamate). The yield is 129.7%. RXN SMILES: CS(O[C@H:6]1[C@H:11]([NH:12][C:13]([O:15][CH2:16][CH2:17][Si:18]([CH3:21])([CH3:20])[CH3:19])=[O:14])[CH2:10][O:9][C:8]([CH3:23])([CH3:22])[CH2:7]1)(=O)=O.[N-:24]=[N+:25]=[N-:26].[Na+].C([O-])(=O)C.[Na+]>CN(C)C=O.C(OCC)(=O)C>[N:24]([C@H:6]1[CH2:7][C:8]([CH3:23])([CH3:22])[O:9][CH2:10][C@H:11]1[NH:12][C:13](=[O:14])[O:15][CH2:16][CH2:17][Si:18]([CH3:21])([CH3:20])[CH3:19])=[N+:25]=[N-:26] |f:1.2,3.4|. Reported procedure: To a solution of (4R,5R)-2,2-dimethyl-5-((2-(trimethylsilyl)ethoxy)carbonylamino)-tetrahydro-2H-pyran-4-yl methanesulfonate (550 mg, 1.25 mmol) in N,N-dimethylformamide (10 mL) was added sodium azide (812 mg, 12.5 mmol) and sodium acetate (1.05 mg, 12.5 mmol) at room temperature. The resultant mixture was stirred at 95° C. for 2 days. After that, the mixture was cooled to room temperature and diluted with ethyl acetate (100 mL). The organic phase was washed with water (100 mL×8) and brine (50 mL... Starting materials: C(C)(C)(C)OC(=O)N1C(O[C@H]2[C@@H](C[S@@](C[C@H]12)=O)CC1=CC(=C(C=C1)NC(=O)OCC1=CC=CC=C1)F)(C)C ((3aR,5S,7S,7aS)-7-(4-benzyloxycarbonylamino-3-fluoro-benzyl)-2,2-dimethyl-5-oxo-hexahydro-1-oxa-5lambda*4*-thia-3-aza-indene-3-carboxylic acid tert-butyl ester). The solvent is C(Cl)Cl (CH2Cl2). Reaction conditions: temperature 25 celsius, time 3 hour. The product is C(C1=CC=CC=C1)OC(NC1=C(C=C(C=C1)C[C@@H]1C[S@@](C[C@@H]([C@H]1O)N)=O)F)=O ([4-((1S,3S,4S,5R)-5-Amino-4-hydroxy-1-oxo-hexahydro-1lambda*4*-thiopyran-3-ylmethyl)-2-fluoro-phenyl]-carbamic acid benzyl ester). As a reaction SMILES: C(OC([N:8]1[C@@H:16]2[C@H:11]([C@H:12]([CH2:18][C:19]3[CH:24]=[CH:23][C:22]([NH:25][C:26]([O:28][CH2:29][C:30]4[CH:35]=[CH:34][CH:33]=[CH:32][CH:31]=4)=[O:27])=[C:21]([F:36])[CH:20]=3)[CH2:13][S@:14](=[O:17])[CH2:15]2)[O:10]C1(C)C)=O)(C)(C)C>C(Cl)Cl>[CH2:29]([O:28][C:26](=[O:27])[NH:25][C:22]1[CH:23]=[CH:24][C:19]([CH2:18][C@H:12]2[C@H:11]([OH:10])[C@@H:16]([NH2:8])[CH2:15][S@@:14](=[O:17])[CH2:13]2)=[CH:20][C:21]=1[F:36])[C:30]1[CH:35]=[CH:34][CH:33]=[CH:32][CH:31]=1. Procedure: To a solution of (3aR,5S,7S,7aS)-7-(4-benzyloxycarbonylamino-3-fluoro-benzyl)-2,2-dimethyl-5-oxo-hexahydro-1-oxa-5lambda*4*-thia-3-aza-indene-3-carboxylic acid tert-butyl ester (11.0 g, 20.1 mmol) in CH2Cl2 (80 mL) was slowly added under cooling TFA (15.5 mL, 201 mmol) and the reaction mixture was stirred for 3 h at 25° C. The reaction mixture was evaporated to dryness and the dried residue was titurated with diisopropylether. The title compound was obtained after filtration and drying as a ligh... As a reaction SMILES: [NH2:1][C:2]1[N:3]=[C:4]([C:21]2[CH:26]=[CH:25][C:24]([F:27])=[CH:23][C:22]=2[CH3:28])[C:5]2[CH:11]=[CH:10][C:9](=[O:12])[N:8]([C:13]3[C:18]([F:19])=[CH:17][CH:16]=[CH:15][C:14]=3[F:20])[C:6]=2[N:7]=1.[H-].[Na+].[CH:31]1([C:34](Cl)=[O:35])[CH2:33][CH2:32]1>O1CCCC1>[F:20][C:14]1[CH:15]=[CH:16][CH:17]=[C:18]([F:19])[C:13]=1[N:8]1[C:6]2[N:7]=[C:2]([NH:1][C:34]([CH:31]3[CH2:33][CH2:32]3)=[O:35])[N:3]=[C:4]([C:21]3[CH:26]=[CH:25][C:24]([F:27])=[CH:23][C:22]=3[CH3:28])[C:5]=2[CH:11]=[CH:10][C:9]1=[O:12] |f:1.2|. Starting materials: C1(CC1)C(=O)Cl (cyclopropanecarbonyl chloride), product, NC=1N=C(C2=C(N1)N(C(C=C2)=O)C2=C(C=CC=C2F)F)C2=C(C=C(C=C2)F)C (2-amino-8-(2,6-difluoro-phenyl)-4-(4-fluoro-2-methyl-phenyl)-8H-pyrido[2,3-d]pyrimidin-7-one), [H-].[Na+] (NaH). Run at time 20 minute. Solvent: O1CCCC1 (tetrahydrofuran), O1CCCC1 (tetrahydrofuran). Yields the product FC1=C(C(=CC=C1)F)N1C(C=CC2=C1N=C(N=C2C2=C(C=C(C=C2)F)C)NC(=O)C2CC2)=O (Cyclopropanecarboxylic acid[8-(2,6-difluoro-phenyl)-4-(4-fluoro-2-methyl-phenyl)-7-oxo-7,8-dihydro-pyrido[2,3-d]pyrimidine-2-yl]-amide). Procedure details: To a solution of the product of Example 230(a), 2-amino-8-(2,6-difluoro-phenyl)-4-(4-fluoro-2-methyl-phenyl)-8H-pyrido[2,3-d]pyrimidin-7-one (100 mg, 0.26 mmol) in 3 mL of tetrahydrofuran was added NaH (19 mg, 0.78 mmol). The mixture was stirred for 20 min at 23°, a soln of cyclopropanecarbonyl chloride (27 mg, 0.26 mmol) in tetrahydrofuran (1 mL) was added. The resulting mixture was heated to solvent reflux for 16 h to give the crude material, which was purified by preparative hplc to afford 25...